This data is from the Open Reaction Database (ORD), a public repository of structured organic reaction records. The task is: describe an organic reaction: reactants, conditions, products, and yield Starting materials: BrC=1C=C(C=CC1)C1CC(C1)=O (3-(3-Bromo-phenyl)-cyclobutanone), COC(C=P(C1=CC=CC=C1)(C1=CC=CC=C1)C1=CC=CC=C1)=O (Triphenyl-phosphoranylidene acetic acid methyl ester). Solvent: ClCCl (dichloromethane). The product is COC(C=C1CC(C1)C1=CC(=CC=C1)Br)=O ([3-(3-Bromo-phenyl)-cyclobutylidene]-acetic acid methyl ester). Yield: 99.6%. As a reaction SMILES: [Br:1][C:2]1[CH:3]=[C:4]([CH:8]2[CH2:11][C:10](=O)[CH2:9]2)[CH:5]=[CH:6][CH:7]=1.[CH3:13][O:14][C:15](=[O:36])[CH:16]=P(C1C=CC=CC=1)(C1C=CC=CC=1)C1C=CC=CC=1>ClCCl>[CH3:13][O:14][C:15](=[O:36])[CH:16]=[C:10]1[CH2:11][CH:8]([C:4]2[CH:5]=[CH:6][CH:7]=[C:2]([Br:1])[CH:3]=2)[CH2:9]1. Reported procedure: 3-(3-Bromo-phenyl)-cyclobutanone (2.00 g, 8.89 mmol) and Triphenyl-phosphoranylidene acetic acid methyl ester (8.33 g, 24.9 mmol) were dissolved in dichloromethane (30 mL) inside a CEM 80 ml microwave vessel. The solution was irradiated in a CEM Discover™ microwave instrument for 30 minutes at 120° C. Pressure reached a maximum of 180 PSI. Purification by column chromatography (isocratic elution; 10% diethyl ether in hexanes) afforded 2.49 gm of a colorless oil. 1H NMR (400 MHz, DMSO-d6) δ ppm 2... Starting materials: C1(=CC=CC=C1)C (toluene), 3,3-dimethyl-1,5-dioxazpiro[5.5]undecan-9-one, C1(=CC=C(C=C1)S(=O)(=O)O)C (p-toluenesulfonic acid), CC1(COC2(CCC(=O)CC2)OC1)C (1,4-cyclohexanedione mono-2,2-dimethyltrimethylene ketal), C(CC)N (n-propylamine), 3-A. Solvent: O (water). Yields the product CC1(COC2(OC1)CCC(CC2)=NCCC)C (N-(3,3-Dimethyl-1,5-dioxaspiro[5.5]undec-9-ylidene)-1-propanamine). As a reaction SMILES: [CH3:1][C:2]1([CH3:14])[CH2:13][O:12][C:5]2([CH2:11][CH2:10][C:8](=O)[CH2:7][CH2:6]2)[O:4][CH2:3]1.[CH2:15]([NH2:18])[CH2:16][CH3:17].C1(C)C=CC(S(O)(=O)=O)=CC=1.C1(C)C=CC=CC=1>O>[CH3:1][C:2]1([CH3:14])[CH2:13][O:12][C:5]2([CH2:11][CH2:10][C:8](=[N:18][CH2:15][CH2:16][CH3:17])[CH2:7][CH2:6]2)[O:4][CH2:3]1. Procedure: A 500 ml round bottom flask was charged with 20.32 g (0.103 mol) of 3,3-dimethyl-1,5-dioxazpiro[5.5]undecan-9-one (also known as 1,4-cyclohexanedione mono-2,2-dimethyltrimethylene ketal, from Aldrich Chemical Company, Milwaukee, Wis.), 21.6 g (0.365 mol) of n-propylamine (Eastman Chemical Company, Rochester, N.Y.), 0.01 g of p-toluenesulfonic acid and 100 ml of toluene. The reaction mixture was refluxed for 24 hours with a water separator charged with 16 g of 3-A molecular sieves. The volatiles ...